This data is from the Open Reaction Database (ORD), a public repository of structured organic reaction records. The task is: describe an organic reaction: reactants, conditions, products, and yield Starting materials: CC1=C2C(=NC=3C=CC=CC13)CCNCC2 (1,2,4,5-tetrahydro-11-methyl-3H-azepino[4,5-b]quinoline), C(CCC)(=O)Cl (butyric acid chloride). Solvent: N1=CC=CC=C1 (pyridine). Product: C(CCC)(=O)N1CCC2=NC=3C=CC=CC3C(=C2CC1)C (3-Butyryl-1,2,4,5-tetrahydro-11-methyl-3H-azepino[4,5-b]quinoline). Isolated yield 67.0%. As a reaction SMILES: [CH3:1][C:2]1[C:11]2[CH:10]=[CH:9][CH:8]=[CH:7][C:6]=2[N:5]=[C:4]2[CH2:12][CH2:13][NH:14][CH2:15][CH2:16][C:3]=12.[C:17](Cl)(=[O:21])[CH2:18][CH2:19][CH3:20]>N1C=CC=CC=1>[C:17]([N:14]1[CH2:15][CH2:16][C:3]2[C:4](=[N:5][C:6]3[CH:7]=[CH:8][CH:9]=[CH:10][C:11]=3[C:2]=2[CH3:1])[CH2:12][CH2:13]1)(=[O:21])[CH2:18][CH2:19][CH3:20]. Reported procedure: 3-Butyryl-1,2,4,5-tetrahydro-11-methyl-3H-azepino[4,5-b]quinoline was prepared by acylation of 1,2,4,5-tetrahydro-11-methyl-3H-azepino[4,5-b]quinoline with butyric acid chloride in pyridine. The reactants are [OH-].[Na+] (sodium hydroxide), ClC1=C2C(=CC(=NC2=CC(=C1)Cl)C(=O)OCC)C(=O)OCC (5,7-Dichloro-2,4-diethoxycarbonylquinoline), Cl (hydrochloric acid). The solvent is CO (methanol). Run at time 1 hour. Yields the product C(=O)(O)C1=NC2=CC(=CC(=C2C(=C1)C(=O)OCC)Cl)Cl (2-carboxy-5,7-dichloro-4-ethoxycarbonyl-quinoline). Isolated yield 76.3%. RXN SMILES: [Cl:1][C:2]1[CH:11]=[C:10]([Cl:12])[CH:9]=[C:8]2[C:3]=1[C:4]([C:18]([O:20][CH2:21][CH3:22])=[O:19])=[CH:5][C:6]([C:13]([O:15]CC)=[O:14])=[N:7]2.[OH-].[Na+].Cl>CO>[C:13]([C:6]1[CH:5]=[C:4]([C:18]([O:20][CH2:21][CH3:22])=[O:19])[C:3]2[C:8](=[CH:9][C:10]([Cl:12])=[CH:11][C:2]=2[Cl:1])[N:7]=1)([OH:15])=[O:14] |f:1.2|. Reported procedure: 5,7-Dichloro-2,4-diethoxycarbonylquinoline (0.5 g) was dissolved in 60% aqueous methanol (70 ml) and sodium hydroxide (0.42 g, 5 molar equivalents) added. The reaction mixture was stirred at room temperature for 1 h then heated under reflux for 4 h and the methanol was removed by rotary evaporation. The residue was diluted to give a volume of 50 ml, acidified to pH 1 with concentrated hydrochloric acid, and extracted with diethyl ether (3×50 ml). The organic layers were combined, dried (Na2SO4),... Starting materials: N1=CC(=CC=C1)CN (3-picolylamine), COCCN1C(=NC(=C1)NC(=O)NC1=CC=C(C=C1)OC(F)(F)F)C(=O)O (1-(2-methoxyethyl)-4-[({[4-(trifluoromethoxy)phenyl]amino}-carbonyl)amino]-1H-imidazole-2-carboxylic acid), O (water), C1=CN(C=N1)C(=O)N2C=CN=C2 (N,N-carbonyldiimidazole). The solvent is CN(C)C=O (DMF). Conditions: time 50 minute. Product: COCCN1C(=NC(=C1)NC(=O)NC1=CC=C(C=C1)OC(F)(F)F)C(=O)NCC=1C=NC=CC1 (1-(2-Methoxyethyl)-N-(pyridin-3-ylmethyl)-4-[({[4(trifluoromethoxy)phenyl]amino}-carbonyl)amino]-1H-imidazole-2-carboxamide). As a reaction SMILES: [CH3:1][O:2][CH2:3][CH2:4][N:5]1[CH:9]=[C:8]([NH:10][C:11]([NH:13][C:14]2[CH:19]=[CH:18][C:17]([O:20][C:21]([F:24])([F:23])[F:22])=[CH:16][CH:15]=2)=[O:12])[N:7]=[C:6]1[C:25]([OH:27])=O.C1N=CN(C(N2C=NC=C2)=O)C=1.O.[N:41]1[CH:46]=[CH:45][CH:44]=[C:43]([CH2:47][NH2:48])[CH:42]=1>CN(C=O)C>[CH3:1][O:2][CH2:3][CH2:4][N:5]1[CH:9]=[C:8]([NH:10][C:11]([NH:13][C:14]2[CH:15]=[CH:16][C:17]([O:20][C:21]([F:23])([F:22])[F:24])=[CH:18][CH:19]=2)=[O:12])[N:7]=[C:6]1[C:25]([NH:48][CH2:47][C:43]1[CH:42]=[N:41][CH:46]=[CH:45][CH:44]=1)=[O:27]. Reported procedure: 38.8 mg (0.1 mmol) of 1-(2-methoxyethyl)-4-[({[4-(trifluoromethoxy)phenyl]amino}-carbonyl)amino]-1H-imidazole-2-carboxylic acid (Example 9A) are dissolved in 0.4 ml of DMF and, after addition of 81 mg (0.5 mmol) of N,N-carbonyldiimidazole, stirred at room temperature for 50 minutes. Then 18 μl (18 mg; 1 mmol) of water are added, and the mixture is stirred at room temperature for 30 minutes. Addition of 21.6 mg (0.2 mmol) of 3-picolylamine is followed by stirring at room temperature for 90 minute... The reactants are ClCC(CN1C(=NC=C1)[N+](=O)[O-])O (α-(chloromethyl)-2-nitro-1H-imidazole-1-ethanol), [OH-].[Na+] (sodium hydroxide). Yields the product [N+](=O)([O-])C=1N(C=CN1)C[C@@H]1OC1 ((S)-(-)-2-Nitro-1-(2-oxiranylmethyl)-1H-imidazole). As a reaction SMILES: Cl[CH2:2][CH:3]([OH:13])[CH2:4][N:5]1[CH:9]=[CH:8][N:7]=[C:6]1[N+:10]([O-:12])=[O:11].[OH-].[Na+]>>[N+:10]([C:6]1[N:5]([CH2:4][C@H:3]2[CH2:2][O:13]2)[CH:9]=[CH:8][N:7]=1)([O-:12])=[O:11] |f:1.2|. Procedure: Alternatively, reaction of 0.56 g of (S)-(+)-(α-(chloromethyl)-2-nitro-1H-imidazole-1-ethanol with 3 mL of 10% aqueous sodium hydroxide at 25° C. for 30 minutes followed by further processing as above gives 0.3 g of the product. Starting materials: CCOC(=O)c1cc([N+](=O)[O-])ccc1Cl, Oc1cc(F)cc(F)c1. Product: CCOC(=O)c1cc([N+](=O)[O-])ccc1Oc1cc(F)cc(F)c1. RXN SMILES: [Cl:1][c:2]1[c:3]([C:4](=[O:5])[O:6][CH2:7][CH3:8])[cH:9][c:10]([N+:13](=[O:14])[O-:15])[cH:11][cH:12]1.[F:16][c:17]1[cH:18][c:19]([OH:24])[cH:20][c:21]([F:23])[cH:22]1>>[c:2]1([O:24][c:19]2[cH:18][c:17]([F:16])[cH:22][c:21]([F:23])[cH:20]2)[c:3]([C:4](=[O:5])[O:6][CH2:7][CH3:8])[cH:9][c:10]([N+:13](=[O:14])[O-:15])[cH:11][cH:12]1. Reactants: COC(C(CC1CCCC1)C1=CC=C(C=C1)C#CCC(C)O)=O (3-cyclopentyl-2-[4-(4-hydroxy-pent-1-ynyl)-phenyl]-propionic acid methyl ester), [OH-].[Li+] (lithium hydroxide). Solvent: O1CCCC1 (tetrahydrofuran), O (water). Conditions: temperature 25 celsius, time 3 day. The product is C1(CCCC1)CC(C(=O)O)C1=CC=C(C=C1)C#CCC(C)O (3-cyclopentyl-2-[4-(4-hydroxy-pent-1-ynyl)-phenyl]-propionic acid). Isolated yield 108.7%. RXN SMILES: C[O:2][C:3](=[O:23])[CH:4]([C:11]1[CH:16]=[CH:15][C:14]([C:17]#[C:18][CH2:19][CH:20]([OH:22])[CH3:21])=[CH:13][CH:12]=1)[CH2:5][CH:6]1[CH2:10][CH2:9][CH2:8][CH2:7]1.[OH-].[Li+]>O1CCCC1.O>[CH:6]1([CH2:5][CH:4]([C:11]2[CH:16]=[CH:15][C:14]([C:17]#[C:18][CH2:19][CH:20]([OH:22])[CH3:21])=[CH:13][CH:12]=2)[C:3]([OH:23])=[O:2])[CH2:10][CH2:9][CH2:8][CH2:7]1 |f:1.2|. Procedure: A solution of 3-cyclopentyl-2-[4-(4-hydroxy-pent-1-ynyl)-phenyl]-propionic acid methyl ester (545 mg, 1.73 mmol) in tetrahydrofuran (10 mL) and water (10 mL) was treated with lithium hydroxide (830 mg, 19.8 mmol). The reaction mixture was stirred at 25° C. for 3 d. At this time, the reaction was concentrated in vacuo. The residue was diluted with water (40 mL). This solution was acidified to pH=2 with concentrated hydrochloric acid and then extracted with ethyl acetate (2×40 mL). The combined or... Starting materials: C(C)(C)NC(C)C (diisopropylamine), C(C)(=O)O (acetic acid), C(CCC)[Li] (butyllithium), ClC1=NC=CC(=C1)C (2-chloro-4-methylpyridine). Run in C1CCOC1 (THF), C(C)(=O)OCC (ethyl acetate). Reaction conditions: time 1 hour. Product: ClC1=NC=CC(=C1)CC(C)=O (1-(2-Chloro-pyridin-4-yl)-propan-2-one). As a reaction SMILES: C(NC(C)C)(C)C.C([Li])CCC.[Cl:13][C:14]1[CH:19]=[C:18]([CH3:20])[CH:17]=[CH:16][N:15]=1.[C:21](O)(=[O:23])[CH3:22]>C1COCC1.C(OCC)(=O)C>[Cl:13][C:14]1[CH:19]=[C:18]([CH2:20][C:21](=[O:23])[CH3:22])[CH:17]=[CH:16][N:15]=1. Procedure details: To a stirred solution of diisopropylamine (14.22 ml, 101.43 mmol) cooled to −78° C. is added dropwise butyllithium (60 ml). The reaction mixture is stirred and allowed to warm to 0° C. over 15 minutes after which time 2-chloro-4-methylpyridine is added to the stirred solution. After 1 hour, ethyl acetate (18.88 ml) and THF (78 ml) are added over 45 minutes followed by acetic acid (11.4 ml, 193.2 mmol) and stirring continued for 20 minutes. The reaction mixture is concentrated in vacuo and the cr... The solvent is C(Cl)(Cl)Cl (chloroform). Run at time 1 hour. As a reaction SMILES: [OH:1][CH2:2][CH2:3][S:4]([C:7]1[CH:8]=[C:9]([CH:25](O)[CH2:26][CH2:27][CH:28]([C:30]2[CH:35]=[C:34]([O:36][CH3:37])[C:33]([O:38][CH3:39])=[C:32]([O:40][CH3:41])[CH:31]=2)[OH:29])[CH:10]=[C:11]([O:17][CH2:18][C:19]2[CH:24]=[CH:23][CH:22]=[CH:21][CH:20]=2)[C:12]=1[O:13][CH2:14][CH2:15][CH3:16])(=[O:6])=[O:5].FC(F)(F)C(O)=O.C(=O)([O-])[O-].[Na+].[Na+]>C(Cl)(Cl)Cl>[OH:1][CH2:2][CH2:3][S:4]([C:7]1[CH:8]=[C:9]([C@H:25]2[CH2:26][CH2:27][C@H:28]([C:30]3[CH:35]=[C:34]([O:36][CH3:37])[C:33]([O:38][CH3:39])=[C:32]([O:40][CH3:41])[CH:31]=3)[O:29]2)[CH:10]=[C:11]([O:17][CH2:18][C:19]2[CH:24]=[CH:23][CH:22]=[CH:21][CH:20]=2)[C:12]=1[O:13][CH2:14][CH2:15][CH3:16])(=[O:5])=[O:6] |f:2.3.4|. The reactants are OCCS(=O)(=O)C=1C=C(C=C(C1OCCC)OCC1=CC=CC=C1)C(CCC(O)C1=CC(=C(C(=C1)OC)OC)OC)O (1-[3-(2-hydroxyethylsulfonyl)-4-propoxy-5-benzyloxyphenyl]-4-(3,4,5-trimethoxyphenyl)butan-1,4-diol), FC(C(=O)O)(F)F (trifluroacetic acid), C([O-])([O-])=O.[Na+].[Na+] (sodium carbonate). Procedure: A solution of 1-[3-(2-hydroxyethylsulfonyl)-4-propoxy-5-benzyloxyphenyl]-4-(3,4,5-trimethoxyphenyl)butan-1,4-diol (from previous experiment) in chloroform (20 mL) was treated with 10% trifluroacetic acid (20 mL). The reaction was monitored by TLC. After 1 h, anhydrous sodium carbonate was added, and the solid was filtered off and washed with chloroform. The solvent was evaporated and the residue was passed through a flash column of silica gel (hexane-ethyl acetate; 2:1, v/v). The cis- and trans-... The product is OCCS(=O)(=O)C=1C=C(C=C(C1OCCC)OCC1=CC=CC=C1)[C@@H]1O[C@H](CC1)C1=CC(=C(C(=C1)OC)OC)OC (trans-2-[3-(2-Hydroxyethylsulfonyl)-4-n-propoxy-5-benzyloxyphenyl]-5-(3,4,5-trimethoxyphenyl)tetrahydrofuran). Starting materials: Cl (HCl), C(C1=CC=CC=C1)OC(=O)N1NC(=CC=C1)C(=O)OC(C)(C)C (t-butyl 1-benzyloxycarbonylpyridazine-3-carboxylate), COC(CN1C([C@H](CNC2=C1C=CC=C2)NC(=O)OC(C)(C)C)=O)=O ((3S)-2-Oxo-3-tert-butoxycarbonylamino-2,3,4,5-tetrahydro-1H-1,5-benzodiazepine-1-acetic acid methyl ester). Run in C(Cl)Cl (CH2Cl2). Reaction conditions: time 1 hour. Product: Cl.COC(CN1C([C@H](CNC2=C1C=CC=C2)N)=O)=O ((3S)-2-oxo-3-amino-2,3,4,5-tetrahydro-1H-1,5-benzodiazepine-1-acetic acid methyl ester hydrochloride). RXN SMILES: [ClH:1].C(OC(N1C=CC=C(C(OC(C)(C)C)=O)N1)=O)C1C=CC=CC=1.[CH3:25][O:26][C:27](=[O:49])[CH2:28][N:29]1[C:35]2[CH:36]=[CH:37][CH:38]=[CH:39][C:34]=2[NH:33][CH2:32][C@H:31]([NH:40]C(OC(C)(C)C)=O)[C:30]1=[O:48]>C(Cl)Cl>[ClH:1].[CH3:25][O:26][C:27](=[O:49])[CH2:28][N:29]1[C:35]2[CH:36]=[CH:37][CH:38]=[CH:39][C:34]=2[NH:33][CH2:32][C@H:31]([NH2:40])[C:30]1=[O:48] |f:4.5|. Procedure: Anhydrous HCl was bubbled into a solution of 3S) -2-oxo-3-tert-butoxycarbonylamino-2, 3,4,5-tetrahydro-1H-1,5-benzodiazepine-1-acetic acid methyl ester (600a/103, 4.0 g, 11.4 mmol) in 20 ml of CH2Cl2 for 20 min then stirred for 1 h at RT. The reaction was evaporated to give (3S)-2-oxo-3-amino-2,3,4,5-tetrahydro-1H-1,5-benzodiazepine-1-acetic acid methyl ester hydrochloride as a white solid. Starting materials: O=C([O-])[O-], BrCc1ccccc1, COC(=O)c1cc(Br)c(O)cc1O, CCOC(C)=O, [Cs+], [Cs+], CN(C)C=O. Yields the product COC(=O)c1cc(Br)c(OCc2ccccc2)cc1O. As a reaction SMILES: [C:14](=[O:15])([O-:16])[O-:17].[CH2:20]([c:21]1[cH:22][cH:23][cH:24][cH:25][cH:26]1)[Br:27].[CH3:1][O:2][C:3]([c:4]1[c:5]([OH:12])[cH:6][c:7]([OH:11])[c:8]([Br:10])[cH:9]1)=[O:13].[CH3:33][CH2:34][O:35][C:36]([CH3:37])=[O:38].[Cs+:18].[Cs+:19].[O:28]=[CH:29][N:30]([CH3:31])[CH3:32]>>[CH3:1][O:2][C:3]([c:4]1[c:5]([OH:12])[cH:6][c:7]([O:11][CH2:20][c:21]2[cH:22][cH:23][cH:24][cH:25][cH:26]2)[c:8]([Br:10])[cH:9]1)=[O:13].